Dataset: the Open Reaction Database (ORD), a public repository of structured organic reaction records. Task: describe an organic reaction: reactants, conditions, products, and yield Starting materials: CCOC(=O)CCc1cn(Cc2ccc(OCc3ccc(-c4ccccc4)cn3)cc2)nc1OCC, CCO, Cl, [Na+], C1CCOC1, [OH-]. The product is CCOc1nn(Cc2ccc(OCc3ccc(-c4ccccc4)cn3)cc2)cc1CCC(=O)O. RXN SMILES: [CH2:1]([CH3:2])[O:3][c:4]1[n:5][n:6]([CH2:16][c:17]2[cH:18][cH:19][c:20]([O:23][CH2:24][c:25]3[n:26][cH:27][c:28](-[c:31]4[cH:32][cH:33][cH:34][cH:35][cH:36]4)[cH:29][cH:30]3)[cH:21][cH:22]2)[cH:7][c:8]1[CH2:9][CH2:10][C:11](=[O:12])[O:13][CH2:14][CH3:15].[CH3:45][CH2:46][OH:47].[ClH:44].[Na+:38].[O:39]1[CH2:40][CH2:41][CH2:42][CH2:43]1.[OH-:37]>>[CH2:1]([CH3:2])[O:3][c:4]1[n:5][n:6]([CH2:16][c:17]2[cH:18][cH:19][c:20]([O:23][CH2:24][c:25]3[n:26][cH:27][c:28](-[c:31]4[cH:32][cH:33][cH:34][cH:35][cH:36]4)[cH:29][cH:30]3)[cH:21][cH:22]2)[cH:7][c:8]1[CH2:9][CH2:10][C:11](=[O:12])[OH:13]. Starting materials: ClC1=NC=NC2=CC=C(C=C12)C (4-chloro-6-methylquinazoline), Cl (hydrogen chloride), Intermediate 32-1, NC=1C(=C(C=CC1)C1=CC=C(C=2NC3=CC(=CC=C3C12)N1C(CCC1)=O)C(=O)N)C (4-(3-amino-2-methylphenyl)-7-(2-oxopyrrolidin-1-yl)-9H-carbazole-1-carboxamide), NC=1C(=C(C=CC1)C1=CC=C(C=2NC3=CC(=CC=C3C12)N1C(CCC1)=O)C(=O)N)C (4-(3-amino-2-methylphenyl)-7-(2-oxopyrrolidin-1-yl)-9H-carbazole-1-carboxamide). Run in C(C)(C)O (isopropanol). Run at temperature 140 celsius. Product: CC1=C(C=CC=C1NC1=NC=NC2=CC=C(C=C12)C)C1=CC=C(C=2NC3=CC(=CC=C3C12)N1C(CCC1)=O)C(=O)N (4-(2-methyl-3-(6-methylquinazolin-4-ylamino)phenyl)-7-(2-oxopyrrolidin-1-yl)-9H-carbazole-1-carboxamide). Isolated yield 20.0%. Reaction SMILES: Cl[C:2]1[C:11]2[C:6](=[CH:7][CH:8]=[C:9]([CH3:12])[CH:10]=2)[N:5]=[CH:4][N:3]=1.[NH2:13][C:14]1[C:15]([CH3:42])=[C:16]([C:20]2[C:32]3[C:31]4[C:26](=[CH:27][C:28]([N:33]5[CH2:37][CH2:36][CH2:35][C:34]5=[O:38])=[CH:29][CH:30]=4)[NH:25][C:24]=3[C:23]([C:39]([NH2:41])=[O:40])=[CH:22][CH:21]=2)[CH:17]=[CH:18][CH:19]=1.Cl>C(O)(C)C>[CH3:42][C:15]1[C:14]([NH:13][C:2]2[C:11]3[C:6](=[CH:7][CH:8]=[C:9]([CH3:12])[CH:10]=3)[N:5]=[CH:4][N:3]=2)=[CH:19][CH:18]=[CH:17][C:16]=1[C:20]1[C:32]2[C:31]3[C:26](=[CH:27][C:28]([N:33]4[CH2:37][CH2:36][CH2:35][C:34]4=[O:38])=[CH:29][CH:30]=3)[NH:25][C:24]=2[C:23]([C:39]([NH2:41])=[O:40])=[CH:22][CH:21]=1. Procedure details: A suspension of 4-chloro-6-methylquinazoline (prepared by the procedure used in Steps 1 and 2 of the preparation of Intermediate 32-1, 16.81 mg, 0.094 mmol) and 4-(3-amino-2-methylphenyl)-7-(2-oxopyrrolidin-1-yl)-9H-carbazole-1-carboxamide (Intermediate 65-1, 25 mg, 0.063 mmol) in isopropanol (0.75 mL) was treated with hydrogen chloride (4 M in 1,4-dioxane) (0.019 mL, 0.075 mmol) and heated by microwave irradiation in a sealed tube at 140° C. for 45 min. The mixture was concentrated and the resi... The reactants are C(C1CCCC=C1)=O (tetrahydrobenzaldehyde), C=O (formaldehyde). The product is C1(CC=CCC1)(CO)CO (3-cyclohexene-1,1-dimethanol). RXN SMILES: [CH:1](=[O:8])[CH:2]1[CH:7]=[CH:6][CH2:5][CH2:4][CH2:3]1.[CH2:9]=[O:10]>>[C:2]1([CH2:9][OH:10])([CH2:1][OH:8])[CH2:3][CH2:4][CH:5]=[CH:6][CH2:7]1. Procedure: The further reaction of the tetrahydrobenzaldehyde with surplus formaldehyde to form 3-cyclohexene-1,1-dimethanol and its derivatives has already been reported by H. E. French and D. M. Gallagher in J. Amer. Chem. Soc. 64, pages 1497-99 (1942). ##STR10## Starting materials: [BH4-].[Na+] (Sodium borohydride), OC=1C=C(C=O)C=CC1 (3-hydroxybenzaldehyde), N1CCCC1 (pyrrolidine). Reaction SMILES: [BH4-].[Na+].[OH:3][C:4]1[CH:5]=[C:6]([CH:9]=[CH:10][CH:11]=1)[CH:7]=O.[NH:12]1[CH2:16][CH2:15][CH2:14][CH2:13]1>C(O)C>[N:12]1([CH2:7][C:6]2[CH:5]=[C:4]([OH:3])[CH:11]=[CH:10][CH:9]=2)[CH2:16][CH2:15][CH2:14][CH2:13]1 |f:0.1|. The solvent is C(C)O (ethanol). The product is N1(CCCC1)CC=1C=C(C=CC1)O (3-(1-Pyrrolidinylmethyl)phenol). Procedure: Sodium borohydride (15.2 g) was added to a solution of 3-hydroxybenzaldehyde (48.8 g) and pyrrolidine (66.4 ml) in ethanol. After 18 hours the ethanol was removed and the residual oil was acidified with hydrochloric acid and washed with ethyl acetate. The aqueous solution was then basified with ammonia and extracted with ethyl acetate. Evaporation of the organic extracts yielded the title compound as an off-white solid (21.4 g), m.p. 100°-102°. TLC Silica; methanol; 0.88 ammonia (80:1)Rf 0.48. Starting materials: C(C1=CC=CC=C1)OC1=CC(=C(N)C=C1)OC (4-Benzyloxy-2-methoxyaniline), C(C)OC=C(C(=O)OCC)C(=O)OCC (diethyl ethoxymethylenemalonate). The product is C(C1=CC=CC=C1)OC=1C=C2C(C(=CNC2=C(C1)OC)C(=O)OCC)=O (6-benzyloxy-3-ethoxycarbonyl-8-methoxy-4(1H)-quinolone). Isolated yield 79.3%. RXN SMILES: [CH2:1]([O:8][C:9]1[CH:15]=[CH:14][C:12]([NH2:13])=[C:11]([O:16][CH3:17])[CH:10]=1)[C:2]1[CH:7]=[CH:6][CH:5]=[CH:4][CH:3]=1.C([O:20][CH:21]=[C:22]([C:28](OCC)=O)[C:23]([O:25][CH2:26][CH3:27])=[O:24])C>>[CH2:1]([O:8][C:9]1[CH:15]=[C:14]2[C:12](=[C:11]([O:16][CH3:17])[CH:10]=1)[NH:13][CH:28]=[C:22]([C:23]([O:25][CH2:26][CH3:27])=[O:24])[C:21]2=[O:20])[C:2]1[CH:3]=[CH:4][CH:5]=[CH:6][CH:7]=1. Procedure: 4-Benzyloxy-2-methoxyaniline (2.9 g) and diethyl ethoxymethylenemalonate (2.7 g) were reacted in the same manner as in Experimental Example 1 to obtain 6-benzyloxy-3-ethoxycarbonyl-8-methoxy-4(1H)-quinolone (3.5 g). The compound (2.0 g) was subjected to hydrolysis and decarboxylation in the same manner as in Experimental Example 8 to obtain 6-benzyloxy-8-methoxy-4(1H)-quinolone (compound 26, 1.0 g).